describe an organic reaction: reactants, conditions, products, and yield From a dataset of the Open Reaction Database (ORD), a public repository of structured organic reaction records. Reactants: CCCCN1CCN(C(=O)c2ccc(C=O)cc2)CC1, C1COCCN1. Product: CCCCN1CCN(C(=O)c2ccc(CN3CCOCC3)cc2)CC1. Reaction SMILES: [CH2:1]([CH2:2][CH2:3][CH3:4])[N:5]1[CH2:6][CH2:7][N:8]([C:11](=[O:12])[c:13]2[cH:14][cH:15][c:16]([CH:17]=[O:18])[cH:19][cH:20]2)[CH2:9][CH2:10]1.[CH2:21]1[CH2:22][O:23][CH2:24][CH2:25][NH:26]1>>[CH2:1]([CH2:2][CH2:3][CH3:4])[N:5]1[CH2:6][CH2:7][N:8]([C:11](=[O:12])[c:13]2[cH:14][cH:15][c:16]([CH2:17][N:26]3[CH2:21][CH2:22][O:23][CH2:24][CH2:25]3)[cH:19][cH:20]2)[CH2:9][CH2:10]1. The reactants are C(C(=C)C)(=O)O[Si](C)(C)C (trimethylsilyl methacrylate), C(C(=C)C)(=O)OCC(CCCC)CC (2-ethylhexyl methacrylate), COC1=CC=C(C=O)C=C1 (4-methoxybenzaldehyde), C/C(=C(\O[Si](C)(C)C)/OC)/C (dimethylketene methyltrimethylsilylacetal), C(C(=C)C)(=O)OCC(CCCC)CC (2-ethylhexyl methacrylate). The reagents and catalysts are ClC=1C=CC=CC1.C(CCC)[N+](CCCC)(CCCC)CCCC (tetrabutylammonium m-chlorobenzene). Run in C(C)#N (acetonitrile), C1CCOC1 (THF), C1CCOC1 (THF), CO (methanol), C1CCOC1 (THF). Reaction conditions: time 30 minute. Product: CCOC1=C(C=CC(=C1)C(C(=O)O)O)O (EHMA), EHMA-4-methoxylphenyl. RXN SMILES: C/C(/C)=[C:3](/[O:9]C)\[O:4][Si](C)(C)C.[C:12](O[Si](C)(C)C)(=[O:16])[C:13](C)=C.C(OCC(CC)CCCC)(=O)C(C)=C.C[O:37][C:38]1[CH:45]=[CH:44][C:41]([CH:42]=[O:43])=[CH:40][CH:39]=1>ClC1C=CC=CC=1.C([N+](CCCC)(CCCC)CCCC)CCC.C(#N)C.C1COCC1.CO>[CH3:13][CH2:12][O:16][C:39]1[CH:40]=[C:41]([CH:42]([OH:43])[C:3]([OH:4])=[O:9])[CH:44]=[CH:45][C:38]=1[OH:37] |f:4.5|. Procedure details: 7 ml of THF and 16 ml of dimethylketene methyltrimethylsilylacetal as an initiator were mixed under an argon gas atmosphere, and stirred for 30 minutes. 0.64 g of tetrabutylammonium m-chlorobenzene catalyst dissolved in 1 ml of acetonitrile was added, and the mixture was stirred for 2 hours. 53.1 ml of trimethylsilyl methacrylate and 4.9 ml of 2-ethylhexyl methacrylate dissolved in 10 ml of THF were added in droplets. After performing the reaction for 2 hours, 9.8 ml of 2-ethylhexyl methacrylate... The reactants are C(C1=CC=CC=C1)(=O)O (benzoic acid), C(C)(=O)OCC (ethyl acetate), C(C)(=O)OCC (ethyl acetate). Product: CC1=CC=CC=C1C(=O)O (2-benzoate). As a reaction SMILES: [C:1]([OH:9])(=[O:8])[C:2]1[CH:7]=[CH:6][CH:5]=[CH:4][CH:3]=1.[C:10](OCC)(=O)C>>[CH3:10][C:7]1[C:2]([C:1]([OH:9])=[O:8])=[CH:3][CH:4]=[CH:5][CH:6]=1. Reported procedure: 2f (4.7 g, 9.3 mmol) and n-propanethiol (5.1 mL, 6 eq) were mixed in dimethylformamide (70 mL), potassium t-butoxide (5.7 g, 5 eq) was added thereto, and the mixture was stirred at 135° C. for 2.5 hours. After cooling, the reaction solution was transferred into a mixture of toluene (200 mL) and distilled water (200 mL), methanesulfonic acid (5 g) was added thereto, and the mixture was then stirred. Thereafter, saturated aqueous sodium bicarbonate was added until the aqueous phase became alkalize... The reactants are BrC1=CC=C(C=C1)C1(CC1)NCCC1(CCC2(OCC(CO2)(C)C)CC1)O (9-{2-[1-(4-bromo-phenyl)-cyclopropylamino]-ethyl}-3,3-dimethyl-1,5-dioxa-spiro[5.5]undecan-9-ol), ClC(Cl)(OC(OC(Cl)(Cl)Cl)=O)Cl (triphosgene), crude product, BrC1=CC=C(C=C1)C1(CC1)N1C(OC2(CC1)CCC1(OCC(CO1)(C)C)CC2)=O (3-[1-(4-bromo-phenyl)-cyclopropyl]-12,12-dimethyl-1,10,14-trioxa-3-aza-dispiro[5.2.5.2]hexadecan-2-one), Intermediate 2, Intermediate 2. Product: BrC1=CC=C(C=C1)C1(CC1)N1C(OC2(CC1)CCC(CC2)=O)=O (3-[1-(4-Bromo-phenyl)-cyclopropyl]-1-oxa-3-aza-spiro[5.5]undecane-2,9-dione). Reaction SMILES: BrC1C=CC(C2(NCCC3(O)CCC4(OCC(C)(C)CO4)CC3)CC2)=CC=1.ClC(Cl)(OC(=O)OC(Cl)(Cl)Cl)Cl.[Br:40][C:41]1[CH:46]=[CH:45][C:44]([C:47]2([N:50]3[CH2:55][CH2:54][C:53]4([CH2:67][CH2:66][C:58]5(OCC(C)(C)C[O:59]5)[CH2:57][CH2:56]4)[O:52][C:51]3=[O:68])[CH2:49][CH2:48]2)=[CH:43][CH:42]=1>>[Br:40][C:41]1[CH:46]=[CH:45][C:44]([C:47]2([N:50]3[CH2:55][CH2:54][C:53]4([CH2:67][CH2:66][C:58](=[O:59])[CH2:57][CH2:56]4)[O:52][C:51]3=[O:68])[CH2:49][CH2:48]2)=[CH:43][CH:42]=1. Reported procedure: The title compound is prepared from 9-{2-[1-(4-bromo-phenyl)-cyclopropylamino]-ethyl}-3,3-dimethyl-1,5-dioxa-spiro[5.5]undecan-9-ol and triphosgene following a procedure analogous to that described in Step 4 of Intermediate 2; the crude product, a mixture of the title compound and 3-[1-(4-bromo-phenyl)-cyclopropyl]-12,12-dimethyl-1,10,14-trioxa-3-aza-dispiro[5.2.5.2]hexadecan-2-one, obtained thereafter is treated as described in Step 10 of Intermediate 2 to convert the intermediate to the title ... Starting materials: OC1=C(C(=O)NCC2=NC=CC=C2)C=C(C=C1)OCC(F)(F)F (2-hydroxy-N-(2-pyridylmethyl)-5-(2,2,2-trifluoroethoxy)benzamide), [H-].[Na+] (sodium hydride), C(C)OC(CCCCBr)=O (5-bromovaleric acid ethyl ester), O (water). Run in CN(C=O)C (dimethylformamide), CN(C=O)C (dimethylformamide). Conditions: temperature 60 celsius, time 30 minute. Product: N1=C(C=CC=C1)CNC(C1=CC=CC(=C1)OCC(F)(F)F)=O (N-(2-pyridylmethyl)-5-(2,2,2-trifluoroethoxy)benzamide). Reaction SMILES: O[C:2]1[CH:17]=[CH:16][C:15]([O:18][CH2:19][C:20]([F:23])([F:22])[F:21])=[CH:14][C:3]=1[C:4]([NH:6][CH2:7][C:8]1[CH:13]=[CH:12][CH:11]=[CH:10][N:9]=1)=[O:5].[H-].[Na+].C(OC(=O)CCCCBr)C.O>CN(C)C=O>[N:9]1[CH:10]=[CH:11][CH:12]=[CH:13][C:8]=1[CH2:7][NH:6][C:4](=[O:5])[C:3]1[CH:14]=[C:15]([O:18][CH2:19][C:20]([F:22])([F:23])[F:21])[CH:16]=[CH:17][CH:2]=1 |f:1.2|. Procedure details: Under a nitrogen atmosphere, 3.5 g of 60% sodium hydride in mineral oil is washed twice with hexane and then suspended in 80 ml of dry dimethylformamide. A solution of 22.5 g (0.069 mole) of 2-hydroxy-N-(2-pyridylmethyl)-5-(2,2,2-trifluoroethoxy)benzamide in 100 ml of dimethylformamide is added dropwise to the sodium hydride suspension to give a thick foam. After the addition is complete the reaction mixture is stirred for 30 minutes at about 25° C. and for another 30 minutes at about 60° C. A s... The reactants are C(=O)NC1=CC=CC(=N1)C(C(=O)SC)=O (S-methyl 2-(6-formamidopyridin-2-yl)thioglyoxylate), aqueous solution, [OH-].[Na+] (sodium hydroxide), C(=O)NC1=CC=CC(=N1)C(C(=O)O)=O (2-(6-formamidopyridin-2-yl)glyoxylic acid), Cl.C(CC)ON (O-propylhydroxylamine hydrochloride), Cl (hydrochloric acid). Run in CO (methanol). Reaction conditions: time 50 minute. The product is C(=O)NC1=CC=CC(=N1)C(C(=O)O)=NOCCC (2-(6-formamidopyridin-2-yl)-2-propoxyiminoacetic acid). Reaction SMILES: C(NC1N=C(C(=O)C(SC)=O)C=CC=1)=O.[OH-].[Na+].[CH:18]([NH:20][C:21]1[N:26]=[C:25]([C:27](=O)[C:28]([OH:30])=[O:29])[CH:24]=[CH:23][CH:22]=1)=[O:19].Cl.[CH2:33]([O:36][NH2:37])[CH2:34][CH3:35].Cl>CO>[CH:18]([NH:20][C:21]1[N:26]=[C:25]([C:27](=[N:37][O:36][CH2:33][CH2:34][CH3:35])[C:28]([OH:30])=[O:29])[CH:24]=[CH:23][CH:22]=1)=[O:19] |f:1.2,4.5|. Reported procedure: (4)-(a) A mixture of S-methyl 2-(6-formamidopyridin-2-yl)thioglyoxylate (4.48 g.), methanol (20 ml.) and 1 N aqueous solution of sodium hydroxide (20 ml.) was stirred for 50 minutes at ambient temperature to give a solution containing 2-(6-formamidopyridin-2-yl)glyoxylic acid. To the solution was added O-propylhydroxylamine hydrochloride (2.23 g.), and the mixture was stirred for 35 minutes at the same temperature. The reaction mixture was adjusted to pH 7 with hydrochloric acid and the methanol...